Dataset: the Open Reaction Database (ORD), a public repository of structured organic reaction records. Task: describe an organic reaction: reactants, conditions, products, and yield The reactants are C(=O)O (formic acid), COC1=CC=C(C(=O)N)C=C1 (4-methoxybenzamide), P(Cl)(Cl)(Cl)(Cl)Cl (phosphorus pentachloride), Cl (HCl). Solvent: C(Cl)(Cl)(Cl)Cl (carbon tetrachloride). Run at time 30 minute. The product is ClP(=O)(NC(C1=CC=C(C=C1)OC)=O)Cl (N-[Dichlorophosphinyl]-4-methoxybenzamide). RXN SMILES: [CH3:1][O:2][C:3]1[CH:11]=[CH:10][C:6]([C:7]([NH2:9])=[O:8])=[CH:5][CH:4]=1.[P:12]([Cl:17])(Cl)(Cl)(Cl)[Cl:13].Cl.C(O)=[O:20]>C(Cl)(Cl)(Cl)Cl>[Cl:13][P:12]([Cl:17])([NH:9][C:7](=[O:8])[C:6]1[CH:10]=[CH:11][C:3]([O:2][CH3:1])=[CH:4][CH:5]=1)=[O:20]. Procedure details: A suspension of 47 g (0.31 mole) of 4-methoxybenzamide, 64.7 g (0.31 mole) of phosphorus pentachloride and 500 ml of AR carbon tetrachloride was heated at 60°-70° for 45 min. by which time the HCl evolution had nearly stopped. Cooled to room temperature where 14.8 g (0.31 mole) of 97% formic acid was added dropwise. The reaction was stirred for an additional 30 min., then filtered, washed with AR carbon tetrachloride and air-dried to give 73.4 g, m.p. 92°-93°. Reactants: [Sn](Cl)Cl (Tin (II) chloride), N(=O)[O-].[Na+] (sodium nitrite), ice, NC=1C=C(C=CC1Cl)O (3-amino-4-chlorophenol). Solvent: O (water), Cl (hydrochloric acid), O (water), Cl (hydrochloric acid), O (water), [OH-].[Na+] (NaOH). Conditions: time 45 minute. Yields the product Cl.ClC1=C(C=C(C=C1)O)NN (4-Chloro-3-hydrazino-phenol hydrochloride salt). Yield: 44.4%. As a reaction SMILES: [N:1]([O-])=O.[Na+].[NH2:5][C:6]1[CH:7]=[C:8]([OH:13])[CH:9]=[CH:10][C:11]=1[Cl:12].[Sn](Cl)Cl>O.Cl.[OH-].[Na+]>[ClH:12].[Cl:12][C:11]1[CH:10]=[CH:9][C:8]([OH:13])=[CH:7][C:6]=1[NH:5][NH2:1] |f:0.1,6.7,8.9|. Reported procedure: A solution of sodium nitrite (2.07 g, 30.0 mmol) in water (6.0 mL) was added dropwise to an ice cold slurry of 3-amino-4-chlorophenol (4.30 g, 30.0 mmol) and hydrochloric acid (37% aqueous, 9.0 mL) and the mixture stirred for 45 min. Tin (II) chloride (15.4 g, 81.0 mmol) in water (18.0 mL) and hydrochloric acid (37% aqueous, 18.0 mL) was added dropwise and the reaction stirred overnight. The mixture was cooled in an ice/water bath, diluted with water and neutralised by addition of NaOH (1M aq). ... The reactants are CCOC(=O)C1(CCC2OCCO2)CCN(C(=O)OCc2ccccc2)CC1, Cl, [Na+], C1CCOC1, O=C([O-])O. Yields the product CCOC(=O)C1(CCC=O)CCN(C(=O)OCc2ccccc2)CC1. RXN SMILES: [CH2:1]([c:2]1[cH:3][cH:4][cH:5][cH:6][cH:7]1)[O:8][C:9](=[O:10])[N:11]1[CH2:12][CH2:13][C:14]([CH2:17][CH2:18][CH:19]2[O:20][CH2:23][CH2:22][O:21]2)([C:24](=[O:25])[O:26][CH2:27][CH3:28])[CH2:15][CH2:16]1.[ClH:29].[Na+:30].[O:35]1[CH2:36][CH2:37][CH2:38][CH2:39]1.[OH:31][C:32](=[O:33])[O-:34]>>[CH2:1]([c:2]1[cH:3][cH:4][cH:5][cH:6][cH:7]1)[O:8][C:9](=[O:10])[N:11]1[CH2:12][CH2:13][C:14]([CH2:17][CH2:18][CH:19]=[O:20])([C:24](=[O:25])[O:26][CH2:27][CH3:28])[CH2:15][CH2:16]1. Yields the product C1(=CC=C(C=C1)S(=O)(=O)NCCCC(=O)OCC=C)C (Allyl 4-(paratoluenesulfonylamino)butanoate). Procedure: γ-Aminobutyric acid (25.8 g, 250 mmol), allyl alcohol (100 mL, 1.50 mol) and p-toluenesulfonic acid (48.5 g, 255 mmol) were suspended in 100 mL of toluene and the suspension was refluxed for 16 h under a water separator. Subsequently, the orange solution was concentrated under reduced pressure. Following complete crystallization of the residue, it was thoroughly washed with diethyl ether (4×300 ml). The product was obtained as a colorless solid (77.8 g, 99%). Reactants: NCCCC(=O)O (γ-Aminobutyric acid), C(C=C)O (allyl alcohol), C1(=CC=C(C=C1)S(=O)(=O)O)C (p-toluenesulfonic acid). As a reaction SMILES: [NH2:1][CH2:2][CH2:3][CH2:4][C:5]([OH:7])=[O:6].[CH2:8](O)[CH:9]=[CH2:10].[C:12]1([CH3:22])[CH:17]=[CH:16][C:15]([S:18]([OH:21])(=[O:20])=O)=[CH:14][CH:13]=1>C1(C)C=CC=CC=1>[C:12]1([CH3:22])[CH:13]=[CH:14][C:15]([S:18]([NH:1][CH2:2][CH2:3][CH2:4][C:5]([O:7][CH2:10][CH:9]=[CH2:8])=[O:6])(=[O:20])=[O:21])=[CH:16][CH:17]=1. Isolated yield 104.7%. Run in C1(=CC=CC=C1)C (toluene). Starting materials: [N+](=O)([O-])C1=C(C=CC(=C1)[N+](=O)[O-])C (2,4-dinitrotoluene), N1=CC=C(C=C1)C=O (pyridine-4-carboxaldehyde), N1CCCC1 (pyrrolidine). Yields the product [N+](=O)([O-])C1=C(C=CC(=C1)[N+](=O)[O-])/C=C/C1=CC=NC=C1 (4-[(E)-2-(2,4-dinitrophenyl)ethenyl]pyridine). RXN SMILES: [N+:1]([C:4]1[CH:9]=[C:8]([N+:10]([O-:12])=[O:11])[CH:7]=[CH:6][C:5]=1[CH3:13])([O-:3])=[O:2].[N:14]1[CH:19]=[CH:18][C:17]([CH:20]=O)=[CH:16][CH:15]=1.N1CCCC1>>[N+:1]([C:4]1[CH:9]=[C:8]([N+:10]([O-:12])=[O:11])[CH:7]=[CH:6][C:5]=1/[CH:13]=[CH:20]/[C:17]1[CH:18]=[CH:19][N:14]=[CH:15][CH:16]=1)([O-:3])=[O:2]. Procedure: 1.4 g (7.7 mmol) of 2,4-dinitrotoluene, 0.82 g (7.7 mmol) of pyridine-4-carboxaldehyde and 0.2 mL of pyrrolidine were charged to a round-bottomed flask. The flask was fitted with a splash protector and then irradiated for 20 seconds in a domestic microwave oven (850 watt). The mixture was then allowed to cool, and the product was caused to precipitate by addition of 20 mL of acetone. Suction-filtration and drying at 40° C. under vacuum have 0.9 g of product (43% of the theoretical). The reactants are OS(=O)(=O)[O-].[K+] (KHSO4), BrC1=C2C(C(NC2=CC(=C1)I)=O)=O (4-bromo-6-iodoisatin), [H-].[Na+] (NaH), [Si](C)(C)(C(C)(C)C)OCCCCCI (5-t-butyldimethylsilyloxy-1-iodopentane). Solvent: O (water). Reaction conditions: temperature 50 celsius, time 4 hour. Yields the product [Si](C)(C)(C(C)(C)C)OCCCCCN1C(=O)C(=O)C2=C(C=C(C=C12)I)Br (1-(5-t-Butyldimethylsilyloxypentyl)-4-bromo-6-iodoisatin). Isolated yield 84.4%. Reaction SMILES: [Br:1][C:2]1[CH:10]=[C:9]([I:11])[CH:8]=[C:7]2[C:3]=1[C:4](=[O:13])[C:5](=[O:12])[NH:6]2.[H-].[Na+].[Si:16]([O:23][CH2:24][CH2:25][CH2:26][CH2:27][CH2:28]I)([C:19]([CH3:22])([CH3:21])[CH3:20])([CH3:18])[CH3:17].OS([O-])(=O)=O.[K+]>O>[Si:16]([O:23][CH2:24][CH2:25][CH2:26][CH2:27][CH2:28][N:6]1[C:7]2[C:3](=[C:2]([Br:1])[CH:10]=[C:9]([I:11])[CH:8]=2)[C:4](=[O:13])[C:5]1=[O:12])([C:19]([CH3:20])([CH3:21])[CH3:22])([CH3:17])[CH3:18] |f:1.2,4.5|. Reported procedure: To a mixture of 4-bromo-6-iodoisatin (450 mg, 1.32 mmol) and 60% NaH (60 mg, 1.5 mmol) was added 5-t-butyldimethylsilyloxy-1-iodopentane (600 mg, 1.83 mmol). The mixture was stirred for 4 h at 50° C. and water and 5% KHSO4 was added. The mixture was extracted with toluene-ethyl acetate and the extracts were washed with 5% KHSO4, dried over MgSO4, and concentrated. The residue was purified by silica gel column chromatography with 6:1 hexane/ethyl acetate to give the title compound (615 mg, 86%).